Task: describe an organic reaction: reactants, conditions, products, and yield. Dataset: the Open Reaction Database (ORD), a public repository of structured organic reaction records Starting materials: COC(=O)c1ccc(CC2CCN(Cc3ccc(C4COc5ccccc5O4)cc3)CC2)cc1, CO, CC(=O)O, [Li+], [OH-], O, O. The product is O=C(O)c1ccc(CC2CCN(Cc3ccc(C4COc5ccccc5O4)cc3)CC2)cc1. As a reaction SMILES: [CH3:1][O:2][C:3]([c:4]1[cH:5][cH:6][c:7]([CH2:10][CH:11]2[CH2:12][CH2:13][N:14]([CH2:17][c:18]3[cH:19][cH:20][c:21]([CH:24]4[CH2:25][O:26][c:27]5[c:28]([cH:30][cH:31][cH:32][cH:33]5)[O:29]4)[cH:22][cH:23]3)[CH2:15][CH2:16]2)[cH:8][cH:9]1)=[O:34].[CH3:38][OH:39].[CH3:41][C:42](=[O:43])[OH:44].[Li+:36].[OH-:35].[OH2:37].[OH2:40]>>[O:2]=[C:3]([c:4]1[cH:5][cH:6][c:7]([CH2:10][CH:11]2[CH2:12][CH2:13][N:14]([CH2:17][c:18]3[cH:19][cH:20][c:21]([CH:24]4[CH2:25][O:26][c:27]5[c:28]([cH:30][cH:31][cH:32][cH:33]5)[O:29]4)[cH:22][cH:23]3)[CH2:15][CH2:16]2)[cH:8][cH:9]1)[OH:34]. The reactants are N12CCCCCC2=NCCC1 (1,8-Diazabicyclo[5,4,0]undec-7-ene), Cl.NCC1=C2CN(C(C2=CC=C1)=O)C1C(NC(CC1)=O)=O (3-[4-(aminomethyl)-1-oxo-1,3-dihydro-isoindol-2-yl]piperidine-2,6-dione hydrochloride), C1(=CC=CC=C1)CC(=O)Cl (phenylacetyl chloride). The solvent is C(C)#N (acetonitrile). Run at time 30 minute. The product is O=C1NC(CCC1N1C(C2=CC=CC(=C2C1)CNC(CC1=CC=CC=C1)=O)=O)=O (N-[2-(2,6-dioxo-piperidin-3-yl)-1-oxo-2,3-dihydro-1H-isoindol-4-ylmethyl]-2-phenyl-acetamide). Isolated yield 55.1%. Reaction SMILES: N12CCCN=C1CCCCC2.Cl.[NH2:13][CH2:14][C:15]1[CH:23]=[CH:22][CH:21]=[C:20]2[C:16]=1[CH2:17][N:18]([CH:25]1[CH2:30][CH2:29][C:28](=[O:31])[NH:27][C:26]1=[O:32])[C:19]2=[O:24].[C:33]1([CH2:39][C:40](Cl)=[O:41])[CH:38]=[CH:37][CH:36]=[CH:35][CH:34]=1>C(#N)C>[O:32]=[C:26]1[CH:25]([N:18]2[CH2:17][C:16]3[C:20](=[CH:21][CH:22]=[CH:23][C:15]=3[CH2:14][NH:13][C:40](=[O:41])[CH2:39][C:33]3[CH:38]=[CH:37][CH:36]=[CH:35][CH:34]=3)[C:19]2=[O:24])[CH2:30][CH2:29][C:28](=[O:31])[NH:27]1 |f:1.2|. Procedure details: 1,8-Diazabicyclo[5,4,0]undec-7-ene (0.7 g, 4.3 mmol) was added to a stirred suspension of 3-[4-(aminomethyl)-1-oxo-1,3-dihydro-isoindol-2-yl]piperidine-2,6-dione hydrochloride (0.6 g, 1.9 mmol) in acetonitrile (50 mL). After stirring for 30 minutes, phenylacetyl chloride (0.4 g, 2.3 mmol) was added. The mixture was stirred at room temperature for 17 hours. Solvent was removed and the residue was stirred with water (40 mL) to give N-[2-(2,6-dioxo-piperidin-3-yl)-1-oxo-2,3-dihydro-1H-isoindol-4-yl... The reactants are CC(CCBr)=CCCC1=CC2=C(C=C1)OCO2 (3-methyl-6-(3,4-methylenedioxyphenyl)-3-hexenyl bromide), [I-].[Na+] (sodium iodide). Solvent: CC(=O)C (acetone). Product: CC(CCI)=CCCC1=CC2=C(C=C1)OCO2 (3-Methyl-6-(3,4-methylenedioxyphenyl)-3-hexenyl iodide). Reaction SMILES: [CH3:1][C:2](=[CH:6][CH2:7][CH2:8][C:9]1[CH:14]=[CH:13][C:12]2[O:15][CH2:16][O:17][C:11]=2[CH:10]=1)[CH2:3][CH2:4]Br.[I-:18].[Na+]>CC(C)=O>[CH3:1][C:2](=[CH:6][CH2:7][CH2:8][C:9]1[CH:14]=[CH:13][C:12]2[O:15][CH2:16][O:17][C:11]=2[CH:10]=1)[CH2:3][CH2:4][I:18] |f:1.2|. Procedure details: 3-Methyl-6-(3,4-methylenedioxyphenyl)-3-hexenyl iodide [VI; Ar is 3,4-methylenedioxyphenyl, R is CH3 ] was prepared from 19.0 g. of 3-methyl-6-(3,4-methylenedioxyphenyl)-3-hexenyl bromide (Preparation C3) and 10.5 g. of sodium iodide in 125 ml. of acetone, to give 21 g. of product as a yellow oil. The reactants are C=1C=CC2=C(C1)N=NN2O (HOBT), CCN=C=NCCCN(C)C.Cl (WSC hydrochloride), CC=1OC(=CN1)C1=C(C=C(C(=O)O)C=C1OC)OC (4-(2-methyl-1,3-oxazol-5-yl)-3,5-dimethoxybenzoic acid), Cl.N1N=NN=C1C=1C=C2C(CC3(CCNCC3)OC2=CC1)=O (6-(tetrazol-5-yl)spiro[chroman-2,4′-piperidin]-4-one hydrochloride). The solvent is O (Water), CN(C)C=O (DMF), CCN(CC)CC (Et3N). Run at time 8 hour. The product is CC=1OC(=CN1)C1=C(C=C(C=C1OC)C(=O)N1CCC2(CC1)OC1=CC=C(C=C1C(C2)=O)C2=NN=NN2)OC (1′-{[4-(2-Methyl-1,3-oxazol-5-yl)-3,5-dimethoxyphenyl]carbonyl}-6-(tetrazol-5-yl)spiro[chroman-2,4′-piperidin]-4-one). Reaction SMILES: C1C=CC2N(O)N=NC=2C=1.CCN=C=NCCCN(C)C.Cl.[CH3:23][C:24]1[O:25][C:26]([C:29]2[C:37]([O:38][CH3:39])=[CH:36][C:32]([C:33]([OH:35])=O)=[CH:31][C:30]=2[O:40][CH3:41])=[CH:27][N:28]=1.Cl.[NH:43]1[C:47]([C:48]2[CH:49]=[C:50]3[C:60](=[CH:61][CH:62]=2)[O:59][C:53]2([CH2:58][CH2:57][NH:56][CH2:55][CH2:54]2)[CH2:52][C:51]3=[O:63])=[N:46][N:45]=[N:44]1>O.CN(C=O)C.CCN(CC)CC>[CH3:23][C:24]1[O:25][C:26]([C:29]2[C:30]([O:40][CH3:41])=[CH:31][C:32]([C:33]([N:56]3[CH2:57][CH2:58][C:53]4([CH2:52][C:51](=[O:63])[C:50]5[C:60](=[CH:61][CH:62]=[C:48]([C:47]6[NH:46][N:45]=[N:44][N:43]=6)[CH:49]=5)[O:59]4)[CH2:54][CH2:55]3)=[O:35])=[CH:36][C:37]=2[O:38][CH3:39])=[CH:27][N:28]=1 |f:1.2,4.5|. Procedure details: Et3N (28 μL), HOBT (15 mg) and WSC hydrochloride (19 mg) were added to a DMF (3 mL) solution of 4-(2-methyl-1,3-oxazol-5-yl)-3,5-dimethoxybenzoic acid (22 mg) and 6-(tetrazol-5-yl)spiro[chroman-2,4′-piperidin]-4-one hydrochloride (32 mg), and stirred overnight at room temperature. Water was added to the reaction liquid, the formed solid was taken out through filtration, and the solid was washed with water and ether. The solid was dried under reduced pressure to obtain the title compound. 1H-NMR ... Reactants: CCOC(=O)CCc1ccc(Cc2ccccc2)cc1, C1CCOC1, CO, [Na+], [OH-]. The product is O=C(O)CCc1ccc(Cc2ccccc2)cc1. RXN SMILES: [CH2:1]([c:2]1[cH:3][cH:4][cH:5][cH:6][cH:7]1)[c:8]1[cH:9][cH:10][c:11]([CH2:14][CH2:15][C:16](=[O:17])[O:18][CH2:19][CH3:20])[cH:12][cH:13]1.[CH2:23]1[O:24][CH2:25][CH2:26][CH2:27]1.[CH3:28][OH:29].[Na+:22].[OH-:21]>>[CH2:1]([c:2]1[cH:3][cH:4][cH:5][cH:6][cH:7]1)[c:8]1[cH:9][cH:10][c:11]([CH2:14][CH2:15][C:16](=[O:17])[OH:18])[cH:12][cH:13]1. The reactants are C1CCN(C1)C2=CC=C(C=C2)C(=O)CBr (α-bromo-4-(1-pyrrolidino)acetophenone), NC=1SC2=C(N1)C=CC=C2 (2-aminobenzothiazole). Yields the product Br.N1(CCCC1)C1=CC=C(C=C1)C=1N=C2SC3=C(N2C1)C=CC=C3 (2-(4-Pyrrolidin-1-yl-phenyl)-benzo[d]imidazo[2,1-b]thiazole hydrobromide salt). Yield: 16.0%. As a reaction SMILES: [CH2:1]1[CH2:5][N:4]([C:6]2[CH:11]=[CH:10][C:9]([C:12]([CH2:14][Br:15])=O)=[CH:8][CH:7]=2)[CH2:3][CH2:2]1.[NH2:16][C:17]1[S:18][C:19]2[CH:25]=[CH:24][CH:23]=[CH:22][C:20]=2[N:21]=1>>[BrH:15].[N:4]1([C:6]2[CH:11]=[CH:10][C:9]([C:12]3[N:16]=[C:17]4[N:21]([CH:14]=3)[C:20]3[CH:22]=[CH:23][CH:24]=[CH:25][C:19]=3[S:18]4)=[CH:8][CH:7]=2)[CH2:5][CH2:1][CH2:2][CH2:3]1 |f:2.3|. Procedure details: The title compound is prepared from α-bromo-4-(1-pyrrolidino)acetophenone (Lancaster) and 2-aminobenzothiazole using method B and 10 hours of reflux in 16% yield: mp 283-287° C.; 1H-NMR (DMSO-d6) 1.98 (m, 4H), 3.31 (m, 4H), 6.68 (m, 2H), 7.51 (d, 1H), 7.66 (d, 3H), 8.11 (m, 2H), 8.71 (s, 1H); Anal. (C19H18BrN3S) C, H, N. Starting materials: O=C1CCC(=O)N1Br, CC(C)(C)OC(=O)N1CCC(c2ccc(N)cn2)CC1, ClCCl. Yields the product CC(C)(C)OC(=O)N1CCC(c2ccc(N)c(Br)n2)CC1. Reaction SMILES: [Br:21][N:22]1[C:23](=[O:24])[CH2:25][CH2:26][C:27]1=[O:28].[C:1]([CH3:2])([CH3:3])([CH3:4])[O:5][C:6](=[O:7])[N:8]1[CH2:9][CH2:10][CH:11]([c:14]2[n:15][cH:16][c:17]([NH2:20])[cH:18][cH:19]2)[CH2:12][CH2:13]1.[Cl:29][CH2:30][Cl:31]>>[C:1]([CH3:2])([CH3:3])([CH3:4])[O:5][C:6](=[O:7])[N:8]1[CH2:9][CH2:10][CH:11]([c:14]2[n:15][c:16]([Br:21])[c:17]([NH2:20])[cH:18][cH:19]2)[CH2:12][CH2:13]1. The reactants are O1[C@H](CO)[C@H]1C1=CC(=CC=C1)C ((2R,3R)-2,3-epoxy-3-(3-methylphenyl)-propanol), C(Cl)Cl (methylene chloride). Solvent: CCCCCC.C(C)(=O)OCC (hexane ethyl acetate). Yields the product O1[C@H](C=O)[C@H]1C1=CC(=CC=C1)C ((2S,3R)-2,3-epoxy-3-(3-methylphenyl)-propanal). As a reaction SMILES: [O:1]1[C@H:5]([C:6]2[CH:11]=[CH:10][CH:9]=[C:8]([CH3:12])[CH:7]=2)[C@H:2]1[CH2:3][OH:4].C(Cl)Cl>CCCCCC.C(OCC)(=O)C>[O:1]1[C@H:5]([C:6]2[CH:11]=[CH:10][CH:9]=[C:8]([CH3:12])[CH:7]=2)[C@H:2]1[CH:3]=[O:4] |f:2.3|. Procedure: The title compound is prepared analogously to Example 5a) from (2R,3R)-2,3-epoxy-3-(3-methylphenyl)-propanol; light-yellow oil. IR (methylene chloride): 2920, 2820, 1730, 1610, 1140, 1070 cm-1 ; Rf =0.49 (hexane/ethyl acetate 3:2). Starting materials: CN1N=C(C(C1=O)C(=O)NC1=C2CCC(C2=CC=C1)(C)C)C (1,3-dimethyl-5-oxo-N-(1,1-dimethylindane-4-yl)-4,5-dihydropyrazole-4-carboxamide), P(=O)(Cl)(Cl)Cl (phosphorus oxychloride), C(C)N(C1=CC=CC=C1)CC (N,N-diethylaniline), resultant mixture, ice water. Yields the product ClC1=C(C(=NN1C)C)C(=O)NC1=C2CCC(C2=CC=C1)(C)C (5-chloro-1,3-dimethyl-N-(1,1-dimethylindane-4-yl)pyrazole-4-carboxamide). RXN SMILES: [CH3:1][N:2]1[C:6](=O)[CH:5]([C:8]([NH:10][C:11]2[CH:19]=[CH:18][CH:17]=[C:16]3[C:12]=2[CH2:13][CH2:14][C:15]3([CH3:21])[CH3:20])=[O:9])[C:4]([CH3:22])=[N:3]1.P(Cl)(Cl)([Cl:25])=O.C(N(CC)C1C=CC=CC=1)C>>[Cl:25][C:6]1[N:2]([CH3:1])[N:3]=[C:4]([CH3:22])[C:5]=1[C:8]([NH:10][C:11]1[CH:19]=[CH:18][CH:17]=[C:16]2[C:12]=1[CH2:13][CH2:14][C:15]2([CH3:21])[CH3:20])=[O:9]. Procedure details: 1.12 g (10 mmol) of 1,3-dimethylpyrazoline-5-one was suspended in 10 ml of toluene containing 1.11 g of triethylamine. To the suspension was added dropwise a solution of 1.87 g of 1,1-dimethylindane-4-yl isocyanate in 2 ml of toluene with stirring at room temperature, followed by further stirring at room temperature for 12 hours. Thereafter, the reaction mixture was extracted with water three times. The aqueous layers were made acidic with concentrated hydrochloric acid and cooled with ice. The ...